This data is from the Open Reaction Database (ORD), a public repository of structured organic reaction records. The task is: describe an organic reaction: reactants, conditions, products, and yield Reactants: C(C)OC(C(CCCCCC(N1CC2=C(CC1)SC=C2)C2=C(C=CC=C2)Cl)(C)C)=O (8-(2-Chlorophenyl)-8-(6,7-dihydro-4H-thieno[3,2-c]pyridin-5-yl)-2,2-dimethyloctanoic acid ethyl ester), C(C)O (ethanol), [OH-].[Na+] (sodium hydroxide). Solvent: O (water). Yields the product ClC1=C(C=CC=C1)C(CCCCCC(C(=O)O)(C)C)N1CC2=C(CC1)SC=C2 (8-(2-chlorophenyl)-8-(6,7-dihydro-4H-thieno[3,2-c]pyridin-5-yl)-2,2-dimethyloctanoic acid). Yield: 43.4%. Reaction SMILES: C([O:3][C:4](=[O:30])[C:5]([CH3:29])([CH3:28])[CH2:6][CH2:7][CH2:8][CH2:9][CH2:10][CH:11]([C:21]1[CH:26]=[CH:25][CH:24]=[CH:23][C:22]=1[Cl:27])[N:12]1[CH2:17][CH2:16][C:15]2[S:18][CH:19]=[CH:20][C:14]=2[CH2:13]1)C.C(O)C.[OH-].[Na+]>O>[Cl:27][C:22]1[CH:23]=[CH:24][CH:25]=[CH:26][C:21]=1[CH:11]([N:12]1[CH2:17][CH2:16][C:15]2[S:18][CH:19]=[CH:20][C:14]=2[CH2:13]1)[CH2:10][CH2:9][CH2:8][CH2:7][CH2:6][C:5]([CH3:29])([CH3:28])[C:4]([OH:30])=[O:3] |f:2.3|. Reported procedure: 8-(2-Chlorophenyl)-8-(6,7-dihydro-4H-thieno[3,2-c]pyridin-5-yl)-2,2-dimethyloctanoic acid ethyl ester (0.86 g, 1.92 mmol) was added to a solution of ethanol (32 mL) and sodium hydroxide (0.53 g, 13.4 mmol) in water (10.4 mL). The mixture was heated to reflux for 6.5 hours. The solution was concentrated under reduced pressure and water (43 mL) was added to the residue. Any starting material was extracted with ethyl acetate/heptane (1/10, 43 mL). The heptane extract was discarded. The remaining aq... Reaction SMILES: [C:41](=[O:42])([O-:43])[O-:44].[CH:29]([CH3:30])([CH3:31])[c:32]1[nH:33][c:34]2[c:35]([n:36]1)[cH:37][cH:38][cH:39][cH:40]2.[Cl:1][c:2]1[n:3][c:4]([N:23]2[CH2:24][CH2:25][O:26][CH2:27][CH2:28]2)[c:5]2[n:6][c:7]([CH2:12][N:13]3[CH2:14][CH:15]([N:17]4[CH2:18][CH2:19][O:20][CH2:21][CH2:22]4)[CH2:16]3)[n:8]([CH3:11])[c:9]2[n:10]1.[Cs+:45].[Cs+:46].[O:47]1[CH2:48][CH2:49][O:50][CH2:51][CH2:52]1.[O:55]=[C:56]([CH:57]=[CH:58][c:59]1[cH:60][cH:61][cH:62][cH:63][cH:64]1)[CH:65]=[CH:66][c:67]1[cH:68][cH:69][cH:70][cH:71][cH:72]1.[O:73]=[C:74]([CH:75]=[CH:76][c:77]1[cH:78][cH:79][cH:80][cH:81][cH:82]1)[CH:83]=[CH:84][c:85]1[cH:86][cH:87][cH:88][cH:89][cH:90]1.[O:91]=[C:92]([CH:93]=[CH:94][c:95]1[cH:96][cH:97][cH:98][cH:99][cH:100]1)[CH:101]=[CH:102][c:103]1[cH:104][cH:105][cH:106][cH:107][cH:108]1.[Pd:53].[Pd:54]>>[c:2]1(-[n:33]2[c:32]([CH:29]([CH3:30])[CH3:31])[n:36][c:35]3[c:34]2[cH:40][cH:39][cH:38][cH:37]3)[n:3][c:4]([N:23]2[CH2:24][CH2:25][O:26][CH2:27][CH2:28]2)[c:5]2[n:6][c:7]([CH2:12][N:13]3[CH2:14][CH:15]([N:17]4[CH2:18][CH2:19][O:20][CH2:21][CH2:22]4)[CH2:16]3)[n:8]([CH3:11])[c:9]2[n:10]1. Reactants: O=C([O-])[O-], CC(C)c1nc2ccccc2[nH]1, Cn1c(CN2CC(N3CCOCC3)C2)nc2c(N3CCOCC3)nc(Cl)nc21, [Cs+], [Cs+], C1COCCO1, O=C(C=Cc1ccccc1)C=Cc1ccccc1, O=C(C=Cc1ccccc1)C=Cc1ccccc1, O=C(C=Cc1ccccc1)C=Cc1ccccc1, [Pd], [Pd]. The product is CC(C)c1nc2ccccc2n1-c1nc(N2CCOCC2)c2nc(CN3CC(N4CCOCC4)C3)n(C)c2n1. Starting materials: C#CCO, C1CCOC1, BrCCCCOCc1ccccc1, [H-], [Na+]. Product: C#CCOCCCCOCc1ccccc1. RXN SMILES: [CH2:1]([C:2]#[CH:3])[OH:4].[CH2:20]1[O:21][CH2:22][CH2:23][CH2:24]1.[CH2:7]([c:8]1[cH:9][cH:10][cH:11][cH:12][cH:13]1)[O:14][CH2:15][CH2:16][CH2:17][CH2:18][Br:19].[H-:5].[Na+:6]>>[CH2:1]([C:2]#[CH:3])[O:4][CH2:18][CH2:17][CH2:16][CH2:15][O:14][CH2:7][c:8]1[cH:9][cH:10][cH:11][cH:12][cH:13]1. Starting materials: CCCCCCCCCCCCCCCCOCC1COC(C)(C)O1, CO, Cl. The product is CCCCCCCCCCCCCCCCOCC(O)CO. Reaction SMILES: [CH2:1]([CH2:2][CH2:3][CH2:4][CH2:5][CH2:6][CH2:7][CH2:8][CH2:9][CH2:10][CH2:11][CH2:12][CH2:13][CH2:14][CH2:15][CH3:16])[O:17][CH2:18][CH:19]1[O:20][C:21]([CH3:24])([CH3:25])[O:22][CH2:23]1.[CH3:26][OH:27].[ClH:28]>>[CH2:1]([CH2:2][CH2:3][CH2:4][CH2:5][CH2:6][CH2:7][CH2:8][CH2:9][CH2:10][CH2:11][CH2:12][CH2:13][CH2:14][CH2:15][CH3:16])[O:17][CH2:18][CH:19]([OH:20])[CH2:23][OH:22]. The reactants are CCO, O=C(c1ccc([N+](=O)[O-])cc1)N1Cc2cccn2-c2ccccc21, NN. Product: Nc1ccc(C(=O)N2Cc3cccn3-c3ccccc32)cc1. Reaction SMILES: [CH2:27]([OH:28])[CH3:29].[N+:1]([O-:2])(=[O:3])[c:4]1[cH:5][cH:6][c:7]([C:8](=[O:9])[N:10]2[CH2:11][c:12]3[n:13]([cH:20][cH:21][cH:22]3)-[c:14]3[cH:15][cH:16][cH:17][cH:18][c:19]32)[cH:23][cH:24]1.[NH2:25][NH2:26]>>[NH2:1][c:4]1[cH:5][cH:6][c:7]([C:8](=[O:9])[N:10]2[CH2:11][c:12]3[n:13]([cH:20][cH:21][cH:22]3)-[c:14]3[cH:15][cH:16][cH:17][cH:18][c:19]32)[cH:23][cH:24]1. Reactants: OC=1C=NC(=CC1)C (3-hydroxy-6-methylpyridine), C(#N)C1=CC=C(C=O)C=C1 (4-cyanobenzaldehyde), C(C)(=O)OC(C)=O (acetic anhydride). The product is OC=1C=NC(=CC1)CCC1=CC=C(C=C1)C#N (3-hydroxy-6-[β-(4-cyanophenyl)ethyl]pyridine). Isolated yield 20.8%. As a reaction SMILES: [OH:1][C:2]1[CH:3]=[N:4][C:5]([CH3:8])=[CH:6][CH:7]=1.[C:9]([C:11]1[CH:18]=[CH:17][C:14]([CH:15]=O)=[CH:13][CH:12]=1)#[N:10].C(OC(=O)C)(=O)C>>[OH:1][C:2]1[CH:3]=[N:4][C:5]([CH2:8][CH2:15][C:14]2[CH:17]=[CH:18][C:11]([C:9]#[N:10])=[CH:12][CH:13]=2)=[CH:6][CH:7]=1. Procedure details: A mixed solution of 3-hydroxy-6-methylpyridine (3.3 g, 0.03 mol), 4-cyanobenzaldehyde (3.9 g, 0.03 mol) and acetic anhydride (6.1 g, 0.06 mol) was heated under reflux for 25 hours, followed by cooling the reaction mixture, thereafter adding toluene (30 cc), separating the resulting solids by filtration, washing the solids with toluene till the toluene filtrate became colorless, adding methanol (20 cc) and conc. hydrochloric acid (20 cc) to the solids, heating the mixture for 3 hours, cooling, ne... Procedure: A solution of 3.55 g of 2-chloro-2-(4-chloro-3-chloroformylphenyl)-5-trifluoromethylpyridine in 10 ml of methylene chloride was added dropwise to a mixture of 3.63 g of L-valine ethyl ester hydrochloride, 7.9 g of pyridine and 30 ml of methylene chloride at 23° C. After stirring for 60 hours, 160 ml of methylene chloride were added. The mixture was washed three times with 150 ml of water each time, dried over sodium sulfate and then concentrated. The crude product was purified by chromatography ... Reaction conditions: time 60 hour. Reactants: ClC1(NC=C(C=C1)C(F)(F)F)C1=CC(=C(C=C1)Cl)C(=O)Cl (2-chloro-2-(4-chloro-3-chloroformylphenyl)-5-trifluoromethylpyridine), Cl.C(C)OC([C@@H](N)C(C)C)=O (L-valine ethyl ester hydrochloride), N1=CC=CC=C1 (pyridine). The solvent is C(Cl)Cl (methylene chloride), C(Cl)Cl (methylene chloride), C(Cl)Cl (methylene chloride). Product: ClC1=C(C(=O)N[C@H](C(=O)OCC)C(C)C)C=C(C=C1)C1=NC=C(C=C1Cl)C(F)(F)F (Ethyl (2S)-2-[2-chloro-5-(3-chloro-5-trifluoromethyl-2-pyridinyl)-benzoylamino]-3-methylbutanoate). RXN SMILES: Cl[C:2]1([C:12]2[CH:17]=[CH:16][C:15]([Cl:18])=[C:14]([C:19](Cl)=[O:20])[CH:13]=2)[CH:7]=[CH:6][C:5]([C:8]([F:11])([F:10])[F:9])=[CH:4][NH:3]1.[ClH:22].[CH2:23]([O:25][C:26](=[O:32])[C@H:27]([CH:29]([CH3:31])[CH3:30])[NH2:28])[CH3:24].N1C=CC=CC=1>C(Cl)Cl>[Cl:18][C:15]1[CH:16]=[CH:17][C:12]([C:2]2[C:7]([Cl:22])=[CH:6][C:5]([C:8]([F:11])([F:10])[F:9])=[CH:4][N:3]=2)=[CH:13][C:14]=1[C:19]([NH:28][C@@H:27]([CH:29]([CH3:31])[CH3:30])[C:26]([O:25][CH2:23][CH3:24])=[O:32])=[O:20] |f:1.2|.